Task: describe an organic reaction: reactants, conditions, products, and yield. Dataset: the Open Reaction Database (ORD), a public repository of structured organic reaction records Reactants: N1CC(C1)C1=C(C=CC(=C1)F)S(=O)(=O)NC1=CC=C2C3C(COC2=C1C(=O)OC)C3 (methyl (1aRS,7bSR)-5-[2-(azetidin-3-yl)-4-fluorobenzenesulfonylamino]-1,1a,2,7b-tetrahydrocyclopropa[c]chromene-4-carboxylate), N1CC(C1)C1=C(C=CC(=C1)F)S(=O)(=O)NC1=CC=C2C3C(COC2=C1C(=O)OC)C3 (methyl (1aRS,7bSR)-5-[2-(azetidin-3-yl)-4-fluorobenzenesulfonylamino]-1,1a,2,7b-tetrahydrocyclopropa[c]chromene-4-carboxylate), ICC (iodoethane), C([O-])([O-])=O.[K+].[K+] (potassium carbonate). Solvent: C(C)#N (acetonitrile). Conditions: time 18 hour. The product is C(C)N1CC(C1)C1=C(C=CC(=C1)F)S(=O)(=O)NC1=CC=C2C3C(COC2=C1C(=O)OC)C3 (methyl (1aRS,7bSR)-5-[2-(1-ethylazetidin-3-yl)-4-fluorobenzenesulfonylamino]-1,1a,2,7b-tetrahydrocyclopropa-[c]chromene-4-carboxylate). The yield is 22.2%. As a reaction SMILES: [NH:1]1[CH2:4][CH:3]([C:5]2[CH:10]=[C:9]([F:11])[CH:8]=[CH:7][C:6]=2[S:12]([NH:15][C:16]2[C:25]([C:26]([O:28][CH3:29])=[O:27])=[C:24]3[C:19]([CH:20]4[CH2:30][CH:21]4[CH2:22][O:23]3)=[CH:18][CH:17]=2)(=[O:14])=[O:13])[CH2:2]1.I[CH2:32][CH3:33].C(=O)([O-])[O-].[K+].[K+]>C(#N)C>[CH2:32]([N:1]1[CH2:4][CH:3]([C:5]2[CH:10]=[C:9]([F:11])[CH:8]=[CH:7][C:6]=2[S:12]([NH:15][C:16]2[C:25]([C:26]([O:28][CH3:29])=[O:27])=[C:24]3[C:19]([CH:20]4[CH2:30][CH:21]4[CH2:22][O:23]3)=[CH:18][CH:17]=2)(=[O:13])=[O:14])[CH2:2]1)[CH3:33] |f:2.3.4|. Reported procedure: A mixture of methyl (1aRS,7bSR)-5-[2-(azetidin-3-yl)-4-fluorobenzenesulfonylamino]-1,1a,2,7b-tetrahydrocyclopropa[c]chromene-4-carboxylate (Intermediate 87, 0.216 g), iodoethane (0.078 g) and potassium carbonate (0.138 g) in acetonitrile (5 mL) was stirred at room temperature for 18 hours. The mixture was evaporated to dryness and the residue was purified by chromatography on silica, eluting with a mixture of methanol and DCM with a gradient of 0-15% to give methyl (1aRS,7bSR)-5-[2-(1-ethylazeti... As a reaction SMILES: [OH:1][C:2]1[C:11]([OH:12])=[CH:10][C:9]([S:13]([OH:16])(=[O:15])=[O:14])=[CH:8][C:3]=1[C:4](OC)=[O:5].[K].[NH2:18][NH2:19]>CO>[OH:1][C:2]1[C:11]([OH:12])=[CH:10][C:9]([S:13]([OH:16])(=[O:15])=[O:14])=[CH:8][C:3]=1[C:4]([NH:18][NH2:19])=[O:5] |^1:16|. Reactants: OC1=C(C(=O)OC)C=C(C=C1O)S(=O)(=O)O (2,3-Dihydroxy-5-sulfobenzoic acid, methyl ester), [K] (monopotassium), NN (hydrazine). The solvent is CO (methanol). The product is OC1=C(C(=O)NN)C=C(C=C1O)S(=O)(=O)O (2,3-Dihydroxy-5-sulfobenzoic acid hydrazide). Reported procedure: 2,3-Dihydroxy-5-sulfobenzoic acid, methyl ester, monopotassium salt (2.7 g, 9.4 mmole) and neat hydrazine (0.88 ml, 28 mmoles) in 100 ml of methanol were refluxed for 48 hours. The resulting white precipitate was filtered, dried, and dissolved in water (10 ml). Acidification to pH=2.5 with 2N hydrochloric acid, filtering and drying gave 940 mg of the title compound as a solid. The reactants are NC1=C(C=C(C=C1)CC)NC1CCN(CC1)C1CCOCC1 ((2-amino-5-ethylphenyl)[1-(tetrahydro-2H-pyran-4-yl)-4-piperidinyl]amine), C(=O)(N1C=NC=C1)N1C=NC=C1 (1,1′-carbonyldiimidazole), Cl (HCl). Solvent: ClCCl (dichloromethane), O1CCOCC1 (1,4-dioxane). Conditions: time 1 hour. Yields the product Cl.C(C)C=1C=CC2=C(N(C(N2)=O)C2CCN(CC2)C2CCOCC2)C1 (6-Ethyl-1-[1-(tetrahydro-2H-pyran-4-yl)-4-piperidinyl]-1,3-dihydro-2H-benzimidazol-2-one hydrochloride). Isolated yield 29.0%. RXN SMILES: [NH2:1][C:2]1[CH:7]=[CH:6][C:5]([CH2:8][CH3:9])=[CH:4][C:3]=1[NH:10][CH:11]1[CH2:16][CH2:15][N:14]([CH:17]2[CH2:22][CH2:21][O:20][CH2:19][CH2:18]2)[CH2:13][CH2:12]1.[C:23](N1C=CN=C1)(N1C=CN=C1)=[O:24].[ClH:35]>ClCCl.O1CCOCC1>[ClH:35].[CH2:8]([C:5]1[CH:6]=[CH:7][C:2]2[NH:1][C:23](=[O:24])[N:10]([CH:11]3[CH2:12][CH2:13][N:14]([CH:17]4[CH2:18][CH2:19][O:20][CH2:21][CH2:22]4)[CH2:15][CH2:16]3)[C:3]=2[CH:4]=1)[CH3:9] |f:5.6|. Procedure: To a solution of (2-amino-5-ethylphenyl)[1-(tetrahydro-2H-pyran-4-yl)-4-piperidinyl]amine D26 (251 mg, 0.83 mmol) in dichloromethane (10 mL) was added 1,1′-carbonyldiimidazole (403 mg, 2.49 mmol). The mixture was stirred under room temperature for 1 hour and 2 mL of 4 M HCl in 1,4-dioxane was added. The resulting mixture was stirred for 5 min and concentrated in vacuo. The residue was dissolved in MeOH and purified by using a Gilson preparative HPLC system with a Waters Xterra (C-18) column 100 ...